Dataset: the Open Reaction Database (ORD), a public repository of structured organic reaction records. Task: describe an organic reaction: reactants, conditions, products, and yield Starting materials: FC1=C(OC2=C3C(=NC=N2)N(N=C3)C3CCC(CC3)C3=NC(=NO3)C(C)C)C=CC(=C1)S(=O)(=O)C (4-(2-fluoro-4-methanesulfonyl-phenoxy)-1-[4-(3-isopropyl-[1,2,4]oxadiazol-5-yl)-cyclohexyl]-1H-pyrazolo[3,4-d]pyrimidine), C(C)(C)(C)OC(=O)N1CCC(CC1)N1N=CC=2C1=NC=NC2Cl (4-(4-chloro-pyrazolo[3,4-d]pyrimidin-1-yl)-piperidine-1-carboxylic acid tert-butyl ester), C(C)(C)(C)OC(=O)N1CCC(CC1)N1N=CC=2C1=NC=NC2Cl (4-(4-chloro-pyrazolo[3,4-d]pyrimidin-1-yl)-piperidine-1-carboxylic acid tert-butyl ester), FC=1C=C(C=CC1S(=O)(=O)C)O (3-fluoro-4-methanesulfonyl-phenol), FC=1C=C(C=CC1S(=O)(=O)C)O (3-fluoro-4-methanesulfonyl-phenol). Solvent: CN(C=O)C (dimethylformamide). Product: FC=1C=C(OC2=NN(C3=NC=NC=C32)C3CCN(CC3)C3=NC(=NO3)C(C)C)C=CC1S(=O)(=O)C (3-Fluoro-4-methanesulfonyl-phenoxy-1-[1-(3-isopropyl-[1,2,4]oxadiazol-5-yl)-piperidin-4-yl]-1H-pyrazolo[3,4-d]pyrimidine), FC=1C=C(OC2=C3C(=NC=N2)N(N=C3)C3CCN(CC3)C3=NC(=NO3)C(C)C)C=CC1S(=O)(=O)C (4-(3-fluoro-4-methanesulfonyl-phenoxy)-1-[1-(3-isopropyl-[1,2,4]oxadiazol-5-yl)-piperidin-4-yl]-1H-pyrazolo[3,4-d]pyrimidine). The yield is 22.0%. Reaction SMILES: FC1C=C(S(C)(=O)=O)C=CC=1O[C:5]1N=C[N:8]=[C:7]2[N:11](C3CCC(C4ON=C(C(C)C)N=4)CC3)N=[CH:13][C:6]=12.C(O[C:41]([N:43]1[CH2:48][CH2:47][CH:46]([N:49]2[C:53]3=[N:54][CH:55]=[N:56][C:57](Cl)=[C:52]3[CH:51]=[N:50]2)[CH2:45][CH2:44]1)=[O:42])(C)(C)C.[F:59][C:60]1[CH:61]=[C:62]([OH:70])[CH:63]=[CH:64][C:65]=1[S:66]([CH3:69])(=[O:68])=[O:67]>CN(C)C=O>[F:59][C:60]1[CH:61]=[C:62]([CH:63]=[CH:64][C:65]=1[S:66]([CH3:69])(=[O:67])=[O:68])[O:70][C:51]1[C:52]2[C:53](=[N:54][CH:55]=[N:56][CH:57]=2)[N:49]([CH:46]2[CH2:45][CH2:44][N:43]([C:41]3[O:42][N:11]=[C:7]([CH:6]([CH3:13])[CH3:5])[N:8]=3)[CH2:48][CH2:47]2)[N:50]=1.[F:59][C:60]1[CH:61]=[C:62]([CH:63]=[CH:64][C:65]=1[S:66]([CH3:69])(=[O:67])=[O:68])[O:70][C:57]1[N:56]=[CH:55][N:54]=[C:53]2[N:49]([CH:46]3[CH2:45][CH2:44][N:43]([C:41]4[O:42][N:11]=[C:7]([CH:6]([CH3:13])[CH3:5])[N:8]=4)[CH2:48][CH2:47]3)[N:50]=[CH:51][C:52]=12. Reported procedure: 4-(3-Fluoro-4-methanesulfonyl-phenoxy-1-[1-(3-isopropyl-[1,2,4]oxadiazol-5-yl)-piperidin-4-yl]-1H-pyrazolo[3,4-d]pyrimidine was prepared using the procedure described for the preparation of 4-(2-fluoro-4-methanesulfonyl-phenoxy)-1-[4-(3-isopropyl-[1,2,4]oxadiazol-5-yl)-cyclohexyl]-1H-pyrazolo[3,4-d]pyrimidine (Example 131) by the reaction of 4-(4-chloro-pyrazolo[3,4-d]pyrimidin-1-yl)-piperidine-1-carboxylic acid tert-butyl ester (Intermediate 19) with 3-fluoro-4-methanesulfonyl-phenol (Intermedi... The reactants are CC(=O)C1=CC(OC)=C(O)C=C1 (acetovanillone), [OH-].[K+] (KOH), CN(C(=S)Cl)C (dimethylthiocarbamoyl chloride). Run in O (H2O), C1CCOC1 (THF), [OH-].[Na+] (NaOH). Run at time 30 minute. Product: C(C)(=O)C1=CC(=C(C=C1)OC(N(C)C)=S)OC (dimethylthiocarbamic acid O-(4-acetyl-2-methoxy-phenyl) ester). Reaction SMILES: [CH3:1][C:2]([C:4]1[CH:12]=[CH:11][C:9]([OH:10])=[C:6]([O:7][CH3:8])[CH:5]=1)=[O:3].[OH-].[K+].[CH3:15][N:16]([CH3:20])[C:17](Cl)=[S:18]>O.C1COCC1.[OH-].[Na+]>[C:2]([C:4]1[CH:12]=[CH:11][C:9]([O:10][C:17](=[S:18])[N:16]([CH3:20])[CH3:15])=[C:6]([O:7][CH3:8])[CH:5]=1)(=[O:3])[CH3:1] |f:1.2,6.7|. Reported procedure: To a solution of acetovanillone (8.31 g, 50 mmol) and 2.81 g KOH (50 mmol) in H2O (34 mL), at 0°, is added a solution of dimethylthiocarbamoyl chloride (8.28 g, 67 mmol) in THF (14 mL), dropwise, at such a rate as to keep the reaction temperature below 12°. The reaction mixture is warmed to room temperature, and stirred for 30 minutes. It is then diluted with 1 N NaOH (100 mL) and extracted with EtOAc (3×80 mL). The combined organic phase is washed with H2O (1×100 mL) and brine (1×50 mL), dried ... The reactants are OC1=CC=C(CN2N=C(C(=C2)CCC(=O)OCC)C2=CC=CC=C2)C=C1 (ethyl 3-[1-(4-hydroxybenzyl)-3-phenyl-1H-pyrazol-4-yl]propionate), BrCCBr (1,2-dibromoethane), C([O-])([O-])=O.[K+].[K+] (potassium carbonate), CN(C=O)C (N,N-dimethylformamide). The solvent is O (water). Run at temperature 90 celsius, time 24 hour. Yields the product BrCCOC1=CC=C(CN2N=C(C(=C2)CCC(=O)OCC)C2=CC=CC=C2)C=C1 (ethyl 3-[1-[4-(2-bromoethoxy)benzyl]-3-phenyl-1H-pyrazol-4-yl]propionate). Isolated yield 58.0%. RXN SMILES: [OH:1][C:2]1[CH:26]=[CH:25][C:5]([CH2:6][N:7]2[CH:11]=[C:10]([CH2:12][CH2:13][C:14]([O:16][CH2:17][CH3:18])=[O:15])[C:9]([C:19]3[CH:24]=[CH:23][CH:22]=[CH:21][CH:20]=3)=[N:8]2)=[CH:4][CH:3]=1.[Br:27][CH2:28][CH2:29]Br.C(=O)([O-])[O-].[K+].[K+].CN(C)C=O>O>[Br:27][CH2:28][CH2:29][O:1][C:2]1[CH:3]=[CH:4][C:5]([CH2:6][N:7]2[CH:11]=[C:10]([CH2:12][CH2:13][C:14]([O:16][CH2:17][CH3:18])=[O:15])[C:9]([C:19]3[CH:24]=[CH:23][CH:22]=[CH:21][CH:20]=3)=[N:8]2)=[CH:25][CH:26]=1 |f:2.3.4|. Reported procedure: A mixture of ethyl 3-[1-(4-hydroxybenzyl)-3-phenyl-1H-pyrazol-4-yl]propionate (2.02 g), 1,2-dibromoethane (20 ml), potassium carbonate (1.68 g) and N,N-dimethylformamide (20 ml) was stirred at 90° C. for 24 hours. The reaction mixture was poured into water, which was extracted with ethyl acetate. The ethyl acetate layer was washed with saturated aqueous sodium chloride solution, dried (MgSO4), and concentrated. The residue was subjected to silica gel column chromatography to obtain ethyl 3-[1-[4... Reactants: ClC1=CN=CC(=N1)N1CCNCC1 (6-Chloro-2-(1-piperazinyl)pyrazine), C1(=CC=CC=C1)O (phenol), CuO, C(=O)([O-])[O-].[K+].[K+] (K2CO3). Run in O1CCOCC1 (dioxane), C(Cl)(Cl)Cl (CHCl3). Conditions: temperature 165 celsius, time 4.5 hour. Product: O(C1=CC=CC=C1)C1=NC(=CN=C1)N1CCNCC1 (2-Phenoxy-6-(1-piperazinyl)pyrazine). RXN SMILES: Cl[C:2]1[N:7]=[C:6]([N:8]2[CH2:13][CH2:12][NH:11][CH2:10][CH2:9]2)[CH:5]=[N:4][CH:3]=1.[C:14]1([OH:20])[CH:19]=[CH:18][CH:17]=[CH:16][CH:15]=1.C([O-])([O-])=O.[K+].[K+]>O1CCOCC1.C(Cl)(Cl)Cl>[O:20]([C:2]1[CH:3]=[N:4][CH:5]=[C:6]([N:8]2[CH2:13][CH2:12][NH:11][CH2:10][CH2:9]2)[N:7]=1)[C:14]1[CH:19]=[CH:18][CH:17]=[CH:16][CH:15]=1 |f:2.3.4|. Procedure: A mixture of the product obtained in example 13, step 2 (1.97 g, 9.92 mmol), phenol (2.43 g, 25.8 mmol), CuO (1.0 g, 12.6 mmol), and K2CO3 (1.43 g, 10.3 mmol) in dioxane (2 mL) was stirred for 4.5 h at 165° C. in a sealed pyrex tube. The reaction mixture was diluted with CHCl3 and filtered through a pad of Celite. The pad was washed with several portions of CHCl3/MeOH (95:5). Solvent removal in vacuo furnished a dark brown oil which was purified by column chromatography on silica gel (14×5 cm) u... Reactants: C(C)(C)(C)OC(=O)N1C(CCC1)COC1=C(C=CC=C1)CCC1=CC(=CC=C1)OCOC (1-t-butoxycarbonyl-2-{2-[2-(3-methoxymethoxyphenyl)ethyl]phenoxymethyl}pyrrolidine), [H-].[Al+3].[Li+].[H-].[H-].[H-] (lithium aluminum hydride). The solvent is O1CCCC1 (tetrahydrofuran). Yields the product COCOC=1C=C(C=CC1)CCC1=C(OCC2N(CCC2)C)C=CC=C1 (2-{2-[2-(3-Methoxymethoxyphenyl)ethyl]phenoxymethyl}-1-methylpyrrolidine). The yield is 8.4%. RXN SMILES: C(O[C:6]([N:8]1[CH2:12][CH2:11][CH2:10][CH:9]1[CH2:13][O:14][C:15]1[CH:20]=[CH:19][CH:18]=[CH:17][C:16]=1[CH2:21][CH2:22][C:23]1[CH:28]=[CH:27][CH:26]=[C:25]([O:29][CH2:30][O:31][CH3:32])[CH:24]=1)=O)(C)(C)C.[H-].[Al+3].[Li+].[H-].[H-].[H-]>O1CCCC1>[CH3:32][O:31][CH2:30][O:29][C:25]1[CH:24]=[C:23]([CH2:22][CH2:21][C:16]2[CH:17]=[CH:18][CH:19]=[CH:20][C:15]=2[O:14][CH2:13][CH:9]2[CH2:10][CH2:11][CH2:12][N:8]2[CH3:6])[CH:28]=[CH:27][CH:26]=1 |f:1.2.3.4.5.6|. Procedure details: Following a procedure similar to that described in Example 38, 1.00 g of 1-t-butoxycarbonyl-2-{2-[2-(3-methoxymethoxyphenyl)ethyl]phenoxymethyl}pyrrolidine [prepared in a similar manner to that described in Example 40(a)] was reacted with a dispersion of 88.1 mg of lithium aluminum hydride in 10 ml of tetrahydrofuran. The mixture was then worked up as described in Example 38, and the crude product thus obtained was purified by column chromatography through silica gel, using a 10:1 by volume mixt... Starting materials: C(C)C=1SC(=C(N1)C(F)(F)F)CO (2-ethyl-5-hydroxymethyl-4-trifluoromethylthiazole), C(C1=CC=CC=C1)OC1=C2CCCC(C2=CC=C1)C(=O)NC=1C=NC(=CC1)C(C)C (5-benzyloxy-N-(6-isopropylpyridin-3-yl)-1,2,3,4-tetrahydronaphthalene-1-carboxamide). The product is C(C1=CC=CC=C1)OC1=C2CCCC(C2=CC=C1)C(=O)N(C=1C=NC(=CC1)C(C)C)CC1=C(N=C(S1)CC)C(F)(F)F (5-benzyloxy-N-[(2-ethyl-4-trifluoromethylthiazol-5-yl)methyl]-N-(6-isopropylpyridin-3-yl)-1,2,3,4-tetrahydronaphthalene-1-carboxamide). Yield: 22.6%. As a reaction SMILES: [CH2:1]([C:3]1[S:4][C:5]([CH2:12]O)=[C:6]([C:8]([F:11])([F:10])[F:9])[N:7]=1)[CH3:2].[CH2:14]([O:21][C:22]1[CH:31]=[CH:30][CH:29]=[C:28]2[C:23]=1[CH2:24][CH2:25][CH2:26][CH:27]2[C:32]([NH:34][C:35]1[CH:36]=[N:37][C:38]([CH:41]([CH3:43])[CH3:42])=[CH:39][CH:40]=1)=[O:33])[C:15]1[CH:20]=[CH:19][CH:18]=[CH:17][CH:16]=1>>[CH2:14]([O:21][C:22]1[CH:31]=[CH:30][CH:29]=[C:28]2[C:23]=1[CH2:24][CH2:25][CH2:26][CH:27]2[C:32]([N:34]([CH2:12][C:5]1[S:4][C:3]([CH2:1][CH3:2])=[N:7][C:6]=1[C:8]([F:9])([F:10])[F:11])[C:35]1[CH:36]=[N:37][C:38]([CH:41]([CH3:43])[CH3:42])=[CH:39][CH:40]=1)=[O:33])[C:15]1[CH:20]=[CH:19][CH:18]=[CH:17][CH:16]=1. Procedure: By the reaction and treatment in the same manner as in Example 142 using 2-ethyl-5-hydroxymethyl-4-trifluoromethylthiazole (0.63 g) and 5-benzyloxy-N-(6-isopropylpyridin-3-yl)-1,2,3,4-tetrahydronaphthalene-1-carboxamide (1.2 g) as starting materials, 5-benzyloxy-N-[(2-ethyl-4-trifluoromethylthiazol-5-yl)methyl]-N-(6-isopropylpyridin-3-yl)-1,2,3,4-tetrahydronaphthalene-1-carboxamide (0.4 g) was obtained. The reactants are O[C@H]1[C@@H](CCCC1)NC=1SC2=C(N1)C=CC(=C2)OC2=CC(=NC=C2)C(=O)OC(C)(C)C (tert-butyl 4-(2-((1R,2R)-2-hydroxycyclohexylamino)benzo[d]thiazol-6-yloxy)picolinate), Cl (hydrochloric acid). Run in C(C)#N (acetonitrile). Conditions: time 1 hour. Yields the product O[C@H]1[C@@H](CCCC1)NC=1SC2=C(N1)C=CC(=C2)OC2=CC(=NC=C2)C(=O)O (4-(2-((1R,2R)-2-hydroxycyclohexylamino)benzo[d]thiazol-6-yloxy)picolinic acid). Yield: 98.9%. Reaction SMILES: [OH:1][C@@H:2]1[CH2:7][CH2:6][CH2:5][CH2:4][C@H:3]1[NH:8][C:9]1[S:10][C:11]2[CH:17]=[C:16]([O:18][C:19]3[CH:24]=[CH:23][N:22]=[C:21]([C:25]([O:27]C(C)(C)C)=[O:26])[CH:20]=3)[CH:15]=[CH:14][C:12]=2[N:13]=1.Cl>C(#N)C>[OH:1][C@@H:2]1[CH2:7][CH2:6][CH2:5][CH2:4][C@H:3]1[NH:8][C:9]1[S:10][C:11]2[CH:17]=[C:16]([O:18][C:19]3[CH:24]=[CH:23][N:22]=[C:21]([C:25]([OH:27])=[O:26])[CH:20]=3)[CH:15]=[CH:14][C:12]=2[N:13]=1. Procedure: To the solution of tert-butyl 4-(2-((1R,2R)-2-hydroxycyclohexylamino)benzo[d]thiazol-6-yloxy)picolinate (250 mg, 0566 mmol) in 10 ml of acetonitrile was added 6 M of hydrochloric acid (1 ml, 6 mmol). The reaction solution was stirred at room temperature for 1 hour and then at 60° C. for 2 hours. The crude reaction solution was concentrated and re-dissolved with 10 ml of acetonitrile. The resulting solution was evaporated in vacuo to give light brown oily product 4-(2-((1R,2R)-2-hydroxycyclohexyl... Starting materials: C(C)OC(\C(=C\CC(C)(C)C)\C1=CC=C(C=C1)S(=O)(=O)C)=O ((E)-2-(4-methanesulfonyl-phenyl)-5,5-dimethyl-hex-2-enoic acid ethyl ester), CC(C)C[AlH]CC(C)C (DIBAL), C1(=CC=CC=C1)C (toluene). Product: CS(=O)(=O)C1=CC=C(C=C1)/C(/CO)=C\CC(C)(C)C ((E)-2-(4-Methanesulfonyl-phenyl)-5,5-dimethyl-hex-2-en-1-ol). The yield is 57.6%. RXN SMILES: C([O:3][C:4](=O)/[C:5](/[C:12]1[CH:17]=[CH:16][C:15]([S:18]([CH3:21])(=[O:20])=[O:19])=[CH:14][CH:13]=1)=[CH:6]/[CH2:7][C:8]([CH3:11])([CH3:10])[CH3:9])C.CC(C[AlH]CC(C)C)C.C1(C)C=CC=CC=1>>[CH3:21][S:18]([C:15]1[CH:16]=[CH:17][C:12](/[C:5](=[CH:6]\[CH2:7][C:8]([CH3:11])([CH3:10])[CH3:9])/[CH2:4][OH:3])=[CH:13][CH:14]=1)(=[O:19])=[O:20]. Reported procedure: Reduction of (E)-2-(4-methanesulfonyl-phenyl)-5,5-dimethyl-hex-2-enoic acid ethyl ester (710 mg, 2.15 mmol) with DIBAL in toluene (3.85 ml, 4.67 mmol) following the method of example 54e gives the title compound as an amorphous solid (350 mg). MS (m/e): 283 (M+H).